Dataset: the Open Reaction Database (ORD), a public repository of structured organic reaction records. Task: describe an organic reaction: reactants, conditions, products, and yield Reaction conditions: time 1 day. The reactants are N[C@@H]1CN(CC1)C1=CC=C(C=C1)S(=O)(=O)N(C)C (4-[(S)-3-aminopyrrolidin-1-yl]-N,N-dimethyl-benzenesulfonamide), COCC(=O)C1=CC=CC=C1 (2-methoxyacetophenone), C1CCOC1 (THF), N (ammonia), [BH4-].[Na+] (sodium borohydride). Yields the product COC1=C(C=CC=C1)C(C)N[C@@H]1CN(CC1)C1=CC=C(C=C1)S(=O)(=O)N(C)C (4-[(S)-3-[1-(2-methoxyphenyl)ethylamino]pyrrolidin-1-yl]-N,N-dimethyl-benzenesulfonamide). As a reaction SMILES: [NH2:1][C@H:2]1[CH2:6][CH2:5][N:4]([C:7]2[CH:12]=[CH:11][C:10]([S:13]([N:16]([CH3:18])[CH3:17])(=[O:15])=[O:14])=[CH:9][CH:8]=2)[CH2:3]1.CO[CH2:21][C:22]([C:24]1[CH:29]=[CH:28][CH:27]=[CH:26][CH:25]=1)=O.[BH4-].[Na+].N.C1C[O:36][CH2:35]C1>CC(C)[O-].[Ti+4].CC(C)[O-].CC(C)[O-].CC(C)[O-].CO>[CH3:35][O:36][C:29]1[CH:28]=[CH:27][CH:26]=[CH:25][C:24]=1[CH:22]([NH:1][C@H:2]1[CH2:6][CH2:5][N:4]([C:7]2[CH:8]=[CH:9][C:10]([S:13]([N:16]([CH3:18])[CH3:17])(=[O:14])=[O:15])=[CH:11][CH:12]=2)[CH2:3]1)[CH3:21] |f:2.3,6.7.8.9.10|. Reported procedure: To a solution of 54 mg of 4-[(S)-3-aminopyrrolidin-1-yl]-N,N-dimethyl-benzenesulfonamide and 30 mg of 2-methoxyacetophenone in 1 ml of THF was added 85 mg of titanium isopropoxide, and the mixture was stirred at room temperature for 1 day. Further, 12 mg of sodium borohydride was added to the reaction mixture, and then, 0.3 ml of methanol was added to the mixture, and the mixture was stirred at room temperature for 4 hours. To the reaction mixture was added 0.5 ml of 28% aqueous ammonia solution... The reagents and catalysts are CC([O-])C.[Ti+4].CC([O-])C.CC([O-])C.CC([O-])C (titanium isopropoxide). Run in CO (methanol). Reactants: COCC=1N=C(SC1)CN1N=CC(=N1)[N+](=O)[O-] (4-(methoxymethyl)-2-((4-nitro-2H-1,2,3-triazol-2-yl)methyl)thiazole), [NH4+].[Cl-] (NH4Cl), N#N (N2). The reagents and catalysts are [Fe] (iron). Solvent: CCO (EtOH), O (water). Run at temperature 75 celsius, time 25 minute. Product: COCC=1N=C(SC1)CN1N=CC(=N1)N (2-((4-(Methoxymethyl)thiazol-2-yl)methyl)-2H-1,2,3-triazol-4-amine). Reaction SMILES: N#N.[CH3:3][O:4][CH2:5][C:6]1[N:7]=[C:8]([CH2:11][N:12]2[N:16]=[C:15]([N+:17]([O-])=O)[CH:14]=[N:13]2)[S:9][CH:10]=1.[NH4+].[Cl-]>CCO.O.[Fe]>[CH3:3][O:4][CH2:5][C:6]1[N:7]=[C:8]([CH2:11][N:12]2[N:16]=[C:15]([NH2:17])[CH:14]=[N:13]2)[S:9][CH:10]=1 |f:2.3|. Procedure details: In a flame dried round-bottomed flask equipped with a magnetic stir bar and under inert atmosphere (N2), a mixture of 4-(methoxymethyl)-2-((4-nitro-2H-1,2,3-triazol-2-yl)methyl)thiazole (85 mg, 0.31 mmol), iron powder (66 mg, 1.17 mmol) and NH4Cl (108 mg, 2.0 mmol) in a mixture of EtOH (2.0 mL) and water (1.0 mL) was stirred at 75° C. for 25 min. The reaction mixture was filtered while hot and concentrated under reduced pressure. CH2Cl2 (15 mL) was added followed by 1N NaOH (10 mL). The layers w... Reactants: CC(=O)O, CCCC[N+](CCCC)(CCCC)CCCC, C1CCOC1, CNS(=O)(=O)c1nc(Cl)c(CO[Si](C)(C)C(C)(C)C)n1COCC[Si](C)(C)C, [F-], [Na+], O=C([O-])O. The product is CNS(=O)(=O)c1nc(Cl)c(CO)n1COCC[Si](C)(C)C. As a reaction SMILES: [C:19]([OH:20])(=[O:21])[CH3:22].[CH2:2]([N+:3]([CH2:4][CH2:5][CH2:6][CH3:7])([CH2:8][CH2:9][CH2:10][CH3:11])[CH2:12][CH2:13][CH2:14][CH3:15])[CH2:16][CH2:17][CH3:18].[CH2:56]1[O:57][CH2:58][CH2:59][CH2:60]1.[Cl:23][c:24]1[n:25][c:26]([S:46](=[O:47])(=[O:48])[NH:49][CH3:50])[n:27]([CH2:38][O:39][CH2:40][CH2:41][Si:42]([CH3:43])([CH3:44])[CH3:45])[c:28]1[CH2:29][O:30][Si:31]([C:32]([CH3:33])([CH3:34])[CH3:35])([CH3:36])[CH3:37].[F-:1].[Na+:55].[O-:51][C:52]([OH:53])=[O:54]>>[Cl:23][c:24]1[n:25][c:26]([S:46](=[O:47])(=[O:48])[NH:49][CH3:50])[n:27]([CH2:38][O:39][CH2:40][CH2:41][Si:42]([CH3:43])([CH3:44])[CH3:45])[c:28]1[CH2:29][OH:30]. Reactants: C1=CN(C=N1)C(=O)N2C=CN=C2 (N,N-carbonyldiimidazole), C(C)(C)(C)OC(=O)N(CCC(=O)O)C (N-(tert-butoxycarbonyl)-N-methyl-β-alanine), [Br-].NCCCC[P+](C1=CC=CC=C1)(C1=CC=CC=C1)C1=CC=CC=C1 ((4-Aminobutyl)(triphenyl)phosphonium bromide). The solvent is C(Cl)Cl (methylene chloride), CN(C=O)C (N,N-dimethylformamide). Run at time 30 minute. Yields the product C(C)(C)(C)OC(=O)N(CCC(=O)NCCCC[P+](C1=CC=CC=C1)(C1=CC=CC=C1)C1=CC=CC=C1)C.[Br-] (N3-(tert-butoxycarbonyl)-N3-methyl-N-[4-(triphenylphosphonio)butyl]-β-alaninamide bromide). The yield is 116.1%. RXN SMILES: [C:1]([O:5][C:6]([N:8]([CH3:14])[CH2:9][CH2:10][C:11]([OH:13])=O)=[O:7])([CH3:4])([CH3:3])[CH3:2].C1N=CN(C(N2C=NC=C2)=O)C=1.[Br-:27].[NH2:28][CH2:29][CH2:30][CH2:31][CH2:32][P+:33]([C:46]1[CH:51]=[CH:50][CH:49]=[CH:48][CH:47]=1)([C:40]1[CH:45]=[CH:44][CH:43]=[CH:42][CH:41]=1)[C:34]1[CH:39]=[CH:38][CH:37]=[CH:36][CH:35]=1>CN(C)C=O.C(Cl)Cl>[C:1]([O:5][C:6]([N:8]([CH3:14])[CH2:9][CH2:10][C:11]([NH:28][CH2:29][CH2:30][CH2:31][CH2:32][P+:33]([C:46]1[CH:51]=[CH:50][CH:49]=[CH:48][CH:47]=1)([C:34]1[CH:35]=[CH:36][CH:37]=[CH:38][CH:39]=1)[C:40]1[CH:45]=[CH:44][CH:43]=[CH:42][CH:41]=1)=[O:13])=[O:7])([CH3:2])([CH3:3])[CH3:4].[Br-:27] |f:2.3,6.7|. Procedure details: N-(tert-butoxycarbonyl)-N-methyl-β-alanine (Matrix Scientific, 368 mg, 1.81 mmol) was dissolved in N,N-dimethylformamide (3.7 mL) and treated with N,N-carbonyldiimidazole (308 mg, 1.90 mmol). The reaction mixture was stirred at room temperature for 30 minutes. (4-Aminobutyl)(triphenyl)phosphonium bromide (1.12 g, 2.72 mmol) was added, and the reaction was stirred overnight at room temperature. The reaction was then diluted with methylene chloride and washed with 5% aqueous lithium chloride (3 ti... Reactants: C(C)(C)(C)C1=CC=C(C=O)C=C1 (4-t-butylbenzaldehyde), OCC(=O)C1=CC=CC=C1 (2-hydroxyacetophenone), borax, C(C)O (ethanol). Solvent: O (H2O), O (H2O). Product: C(C)(C)(C)C1=CC=C(C2OC3=CC=CC=C3C(C2=C)=O)C=C1 (4'-t-butyl-3-methylene flavanone). Reaction SMILES: [C:1]([C:5]1[CH:12]=[CH:11][C:8]([CH:9]=[O:10])=[CH:7][CH:6]=1)([CH3:4])([CH3:3])[CH3:2].O[CH2:14][C:15]([C:17]1[CH:22]=[CH:21][CH:20]=[CH:19][CH:18]=1)=[O:16].[CH2:23](O)C>O>[C:1]([C:5]1[CH:6]=[CH:7][C:8]([CH:9]2[C:14](=[CH2:23])[C:15](=[O:16])[C:17]3[C:22](=[CH:21][CH:20]=[CH:19][CH:18]=3)[O:10]2)=[CH:11][CH:12]=1)([CH3:4])([CH3:2])[CH3:3]. Reported procedure: A mixture of 22.7 g (0.14 mol) of 4-t-butylbenzaldehyde, 19 g (0.14 mol) of 2-hydroxyacetophenone, 38 g (0.1 mol) of borax, 250 ml of H2O and 150 ml of ethanol was refluxed for one day. The reaction was cooled and diluted with an equal volume of H2O and extracted with ether. The ether was washed with brine, dried over anhydrous Na2SO4, filtered, and evaporated to give a brown oil. The oil was chromatographed on 1200 g of silica gel, eluting with benzene. The desired product was obtained as an oi... As a reaction SMILES: C(OC([N:6]1[CH2:11][CH2:10][CH:9]([N:12]2[C:21](=[O:22])[C:20]3[C:15](=[CH:16][CH:17]=[C:18]([CH3:23])[CH:19]=3)[N:14]([CH3:24])[C:13]2=[O:25])[CH2:8][CH2:7]1)=O)C.[BrH:26]>>[BrH:26].[CH3:24][N:14]1[C:15]2[C:20](=[CH:19][C:18]([CH3:23])=[CH:17][CH:16]=2)[C:21](=[O:22])[N:12]([CH:9]2[CH2:10][CH2:11][NH:6][CH2:7][CH2:8]2)[C:13]1=[O:25] |f:2.3|. Yields the product Br.CN1C(N(C(C2=CC(=CC=C12)C)=O)C1CCNCC1)=O (1,2,3,4-tetrahydro-1,6-dimethyl-2,4-dioxo-3-(4-piperidinyl)quinazoline hydrobromide). Procedure details: In 50 ml of 48% hydrobromic acid was dissolved 5.0 g (14.5 mmol) of 3-(1-ethoxycarbonyl-4-piperidinyl)-1,2,3,4-tetrahydro-1,6-dimethyl-2,4-dioxoquinazoline (Compound g) obtained in Reference Example 7, and the solution was heated under reflux for 1.5 hours. After evaporation of the solvent, ethanol was added to the residue. The precipitated crystals were collected by filtration to give 5.04 g (yield: 99%) of 1,2,3,4-tetrahydro-1,6-dimethyl-2,4-dioxo-3-(4-piperidinyl)quinazoline hydrobromide as w... The yield is 99.0%. Reactants: C(C)OC(=O)N1CCC(CC1)N1C(N(C2=CC=C(C=C2C1=O)C)C)=O (3-(1-ethoxycarbonyl-4-piperidinyl)-1,2,3,4-tetrahydro-1,6-dimethyl-2,4-dioxoquinazoline), C(C)OC(=O)N1CCC(CC1)N1C(N(C2=CC=C(C=C2C1=O)C)C)=O (3-(1-ethoxycarbonyl-4-piperidinyl)-1,2,3,4-tetrahydro-1,6-dimethyl-2,4-dioxoquinazoline), Br (hydrobromic acid). Reactants: [Na] (sodium), C(C)C1=CC(=C(OC2=NC(=CC=C2)F)C=C1)OC (2-(4-ethyl-2-methoxyphenoxy)-6-fluoropyridine), C(C)O (ethanol). Run at temperature 80 celsius, time 26 hour. Product: C(C)OC1=NC(=CC=C1)OC1=C(C=C(C=C1)CC)OC (2-ethoxy-6-(4-ethyl-2-methoxyphenoxy)pyridine). As a reaction SMILES: [Na].[CH2:2]([C:4]1[CH:17]=[CH:16][C:7]([O:8][C:9]2[CH:14]=[CH:13][CH:12]=[C:11](F)[N:10]=2)=[C:6]([O:18][CH3:19])[CH:5]=1)[CH3:3].[CH2:20]([OH:22])[CH3:21]>>[CH2:20]([O:22][C:11]1[CH:12]=[CH:13][CH:14]=[C:9]([O:8][C:7]2[CH:16]=[CH:17][C:4]([CH2:2][CH3:3])=[CH:5][C:6]=2[O:18][CH3:19])[N:10]=1)[CH3:21] |^1:0|. Reported procedure: To a solution of sodium (55 mg; 2.39 mmol), under argon, in ethanol (2 mL), was added 2-(4-ethyl-2-methoxyphenoxy)-6-fluoropyridine (82 mg; 0.33 mmol). The reaction was heated to 80° C. for 16 hours then to 90° C. for 26 hours. The mixture was concentrated in vacuo. After quenching with saturated NaHCO3 (10 mL), extractions with ethyl acetate (3*5 mL), the organic phase was dried over NaSO4, and concentrated in vacuo to give the desired product as a light brown oil used without further purificat... The reactants are CCN=C=NCCCN(C)C, CN(C)c1ccncc1, CC1=C(C(=O)[O-])C(c2cccc(Cl)c2)C(C(=O)OCCC#N)=C(C)N1, ClCCl, Cl, O, OCC1CC1c1ccccc1. Yields the product CC1=C(C(=O)OCCC#N)C(c2cccc(Cl)c2)C(C(=O)OCC2CC2c2ccccc2)=C(C)N1. Reaction SMILES: [CH3:38][N:39]([CH3:40])[CH2:41][CH2:42][CH2:43][N:44]=[C:45]=[N:46][CH2:47][CH3:48].[CH3:50][N:51]([CH3:52])[c:53]1[cH:54][cH:55][n:56][cH:57][cH:58]1.[Cl:1][c:2]1[cH:3][c:4]([CH:8]2[C:9]([C:19](=[O:20])[O:21][CH2:22][CH2:23][C:24]#[N:25])=[C:10]([CH3:18])[NH:11][C:12]([CH3:17])=[C:13]2[C:14](=[O:15])[O-:16])[cH:5][cH:6][cH:7]1.[Cl:59][CH2:60][Cl:61].[ClH:37].[OH2:49].[c:26]1([CH:32]2[CH:33]([CH2:35][OH:36])[CH2:34]2)[cH:27][cH:28][cH:29][cH:30][cH:31]1>>[Cl:1][c:2]1[cH:3][c:4]([CH:8]2[C:9]([C:19](=[O:20])[O:21][CH2:22][CH2:23][C:24]#[N:25])=[C:10]([CH3:18])[NH:11][C:12]([CH3:17])=[C:13]2[C:14](=[O:15])[O:16][CH2:35][CH:33]2[CH:32]([c:26]3[cH:27][cH:28][cH:29][cH:30][cH:31]3)[CH2:34]2)[cH:5][cH:6][cH:7]1. Starting materials: [Na] (sodium), [O-]CC.[Na+] (sodium ethoxide), C(C)(=O)C1=C(C=C(OCC(COC2=CC=C(C=C2)C#N)O)C=C1)O (1-(4-acetyl-3-hydroxyphenoxy)-2-hydroxy-3-(p-cyanophenoxy) propane), C(C(=O)[O-])(=O)[O-] (oxalate). The solvent is CCOCC (ether), C(C)O (ethanol), C(C)(=O)O (acetic acid), O (water), CS(=O)C (dimethyl sulphoxide). The product is C(=O)(OCC)C=1OC2=CC(=CC=C2C(C1)=O)OCC(COC1=CC=C(C=C1)C#N)O (1-(2-Carbethoxychromon-7-yloxy)-2-Hydroxy-3-(p-cyanophenoxy) propane). RXN SMILES: [O-:1][CH2:2][CH3:3].[Na+].[Na].[C:6]([C:9]1[CH:28]=[CH:27][C:12]([O:13][CH2:14][CH:15]([OH:26])[CH2:16][O:17][C:18]2[CH:23]=[CH:22][C:21]([C:24]#[N:25])=[CH:20][CH:19]=2)=[CH:11][C:10]=1[OH:29])(=[O:8])[CH3:7].[C:30]([O-])(=O)[C:31]([O-])=[O:32]>CCOCC.CS(C)=O.O.C(O)(=O)C.C(O)C>[C:2]([C:3]1[O:29][C:10]2[C:9]([C:6](=[O:8])[CH:7]=1)=[CH:28][CH:27]=[C:12]([O:13][CH2:14][CH:15]([OH:26])[CH2:16][O:17][C:18]1[CH:23]=[CH:22][C:21]([C:24]#[N:25])=[CH:20][CH:19]=1)[CH:11]=2)([O:32][CH2:31][CH3:30])=[O:1] |f:0.1,^1:4|. Procedure: To a suspension of sodium ethoxide, prepared from sodium (6.0 g) and ethanol (60 ml) in dry ether (400 ml) was added a solution of 1-(4-acetyl-3-hydroxyphenoxy)-2-hydroxy-3-(p-cyanophenoxy) propane (26.2 g) and diethel oxalate (30 ml) in dimethyl sulphoxide (100 ml). After heating under reflux for 2 hours, the suspension was poured onto ice (200 g), acidified with a solution of acetic acid (24 ml) in water (160 ml), and the ether layer separated. The aqueous layer was extracted with ether (3 × 5...